From a dataset of the Open Reaction Database (ORD), a public repository of structured organic reaction records. describe an organic reaction: reactants, conditions, products, and yield The reactants are COC1=CC=C(C(=O)C2=CC=C(OCC(=O)O)C=C2)C=C1 (4-(4-methoxybenzoyl)phenoxyacetic acid), Cl (HCl), [BH4-].[Na+] (sodium borohydride). The solvent is CO (methanol), CN1CCOCC1 (N-methylmorpholine). Conditions: time 3 hour. Yields the product C(=O)(O)COC1=CC=C(C=C1)C(O)C1=CC=C(C=C1)OC ((4-Carboxymethoxyphenyl)-4-methoxyphenylcarbinol). As a reaction SMILES: [CH3:1][O:2][C:3]1[CH:21]=[CH:20][C:6]([C:7]([C:9]2[CH:19]=[CH:18][C:12]([O:13][CH2:14][C:15]([OH:17])=[O:16])=[CH:11][CH:10]=2)=[O:8])=[CH:5][CH:4]=1.[BH4-].[Na+].Cl>CO.CN1CCOCC1>[C:15]([CH2:14][O:13][C:12]1[CH:11]=[CH:10][C:9]([CH:7]([C:6]2[CH:20]=[CH:21][C:3]([O:2][CH3:1])=[CH:4][CH:5]=2)[OH:8])=[CH:19][CH:18]=1)([OH:17])=[O:16] |f:1.2|. Procedure: 11.2 g of 4-(4-methoxybenzoyl)phenoxyacetic acid are dissolved in 600 ml of 80% strength methanol (reflux), and 4.4 ml of N-methylmorpholine are added. 6 g of sodium borohydride are added in portions over the course of two hours, and the reaction is continued under reflux conditions for 3 hours. The mixture is cooled to room temperature and acidified to pH 2.5 with 3N HCl. The methanol is distilled off, the aqueous phase is extracted with ethyl acetate, and the organic phase is washed with brine... Run at temperature 80 celsius. Yield: 85.0%. The product is CC1=NC(=NO1)C1=CC=C(CN2C(C3(C4=CC=CC=C24)COC2=CC4=C(OCCO4)C=C23)=O)C=C1 (1′-[4-(5-methyl-1,2,4-oxadiazol-3-yl)benzyl]-2,3-dihydrospiro[furo[2,3-g][1,4]benzodioxine-8,3′-indol]-2′(1′H)-one). Solvent: CS(=O)C (dimethylsulfoxide), O (water). Reactants: O=C1N(C2=CC=CC=C2C12COC1=CC3=C(OCCO3)C=C12)CC1=CC=C(C#N)C=C1 (4-[(2′-oxo-2,3-dihydrospiro[furo[2,3-g][1,4]benzodioxine-8,3′-indol]-1′(2′H)-yl)methyl]benzonitrile), NO (hydroxylamine), N1=CC=CC=C1 (pyridine), C(C)(=O)OC(C)=O (acetic anhydride). Reaction SMILES: [O:1]=[C:2]1[C:10]2([C:22]3[C:13](=[CH:14][C:15]4[O:20][CH2:19][CH2:18][O:17][C:16]=4[CH:21]=3)[O:12][CH2:11]2)[C:9]2[C:4](=[CH:5][CH:6]=[CH:7][CH:8]=2)[N:3]1[CH2:23][C:24]1[CH:31]=[CH:30][C:27]([C:28]#[N:29])=[CH:26][CH:25]=1.[NH2:32][OH:33].N1[CH:39]=[CH:38]C=CC=1.C(OC(=O)C)(=O)C>CS(C)=O.O>[CH3:38][C:39]1[O:33][N:32]=[C:28]([C:27]2[CH:30]=[CH:31][C:24]([CH2:23][N:3]3[C:4]4[C:9](=[CH:8][CH:7]=[CH:6][CH:5]=4)[C:10]4([C:22]5[C:13](=[CH:14][C:15]6[O:20][CH2:19][CH2:18][O:17][C:16]=6[CH:21]=5)[O:12][CH2:11]4)[C:2]3=[O:1])=[CH:25][CH:26]=2)[N:29]=1. Procedure: To a solution of 4-[(2′-oxo-2,3-dihydrospiro[furo[2,3-g][1,4]benzodioxine-8,3′-indol]-1′(2′H)-yl)methyl]benzonitrile (0.41 g, 1.0 mmol) in dimethylsulfoxide (20 mL) was added hydroxylamine (50% w/w solution in water, 2.0 mL, 33 mmol). The mixture was heated at 80° C. for 16 h, allowed to cool to ambient temperature and diluted with water (50 mL), causing a precipitate to be deposited. The solid was collected by filtration and combined with pyridine (2.0 mL) and acetic anhydride (0.2 g, 2.0 mmol)... Starting materials: C(C)(C)(C)OC(CC(C(=O)O)CC(NOC(C1=CC=CC=C1)(C1=CC=CC=C1)C1=CC=CC=C1)=O)=O (2-(Trityloxycarbamoyl-methyl)succinic acid 4-tert-butyl ester), NCCCCCO (5-amino-pentan-1-ol). Product: C(C)(C)(C)OC(CC(CC(NOC(C1=CC=CC=C1)(C1=CC=CC=C1)C1=CC=CC=C1)=O)C(NCCCCCO)=O)=O (3-(5-Hydroxy-pentylcarbamoyl)-4-trityloxycarbamoyl-butyric acid tert-butyl ester). As a reaction SMILES: [C:1]([O:5][C:6](=[O:36])[CH2:7][CH:8]([CH2:12][C:13](=[O:35])[NH:14][O:15][C:16]([C:29]1[CH:34]=[CH:33][CH:32]=[CH:31][CH:30]=1)([C:23]1[CH:28]=[CH:27][CH:26]=[CH:25][CH:24]=1)[C:17]1[CH:22]=[CH:21][CH:20]=[CH:19][CH:18]=1)[C:9](O)=[O:10])([CH3:4])([CH3:3])[CH3:2].[NH2:37][CH2:38][CH2:39][CH2:40][CH2:41][CH2:42][OH:43]>>[C:1]([O:5][C:6](=[O:36])[CH2:7][CH:8]([C:9](=[O:10])[NH:37][CH2:38][CH2:39][CH2:40][CH2:41][CH2:42][OH:43])[CH2:12][C:13](=[O:35])[NH:14][O:15][C:16]([C:23]1[CH:28]=[CH:27][CH:26]=[CH:25][CH:24]=1)([C:17]1[CH:22]=[CH:21][CH:20]=[CH:19][CH:18]=1)[C:29]1[CH:30]=[CH:31][CH:32]=[CH:33][CH:34]=1)([CH3:3])([CH3:2])[CH3:4]. Procedure: This compound was prepared by reacting the compound of Example 63 with 5-amino-pentan-1-ol. Starting materials: C1CCOC1, CC(C)[O-], CC(C)[O-], CC(C)[O-], CC(C)[O-], CC(C)(C)OC(=O)N1CCOc2nc(N3CCNCC3)ccc2C1, [Na+], [OH-], [Ti+4], O=CCCc1ccccc1. The product is CC(C)(C)OC(=O)N1CCOc2nc(N3CCN(CCCc4ccccc4)CC3)ccc2C1. Reaction SMILES: [CH2:37]1[O:38][CH2:39][CH2:40][CH2:41]1.[CH3:42][CH:43]([CH3:44])[O-:45].[CH3:46][CH:47]([CH3:48])[O-:49].[CH3:50][CH:51]([CH3:52])[O-:53].[CH3:54][CH:55]([CH3:56])[O-:57].[N:1]1([c:7]2[cH:8][cH:9][c:10]3[c:16]([n:17]2)[O:15][CH2:14][CH2:13][N:12]([C:18](=[O:19])[O:20][C:21]([CH3:22])([CH3:23])[CH3:24])[CH2:11]3)[CH2:2][CH2:3][NH:4][CH2:5][CH2:6]1.[Na+:36].[OH-:35].[Ti+4:58].[c:25]1([CH2:31][CH2:32][CH:33]=[O:34])[cH:26][cH:27][cH:28][cH:29][cH:30]1>>[N:1]1([c:7]2[cH:8][cH:9][c:10]3[c:16]([n:17]2)[O:15][CH2:14][CH2:13][N:12]([C:18](=[O:19])[O:20][C:21]([CH3:22])([CH3:23])[CH3:24])[CH2:11]3)[CH2:2][CH2:3][N:4]([CH2:33][CH2:32][CH2:31][c:25]2[cH:26][cH:27][cH:28][cH:29][cH:30]2)[CH2:5][CH2:6]1. Reactants: COC=1C(C(=CC=CC1)N(C)S(=O)(=O)C1=CC=C(C=C1)C)=O (2-methoxy-7-[N-[(4-methylphenyl)sulfonyl]-N-methylamino]-2,4,6cycloheptatrien-1-one), N (ammonia). The solvent is CO (methanol). Reaction conditions: temperature 80 celsius. Yields the product NC=1C(C(=CC=CC1)N(C)S(=O)(=O)C1=CC=C(C=C1)C)=O (2-amino-7-[N-[(4-methylphenyl)sulfonyl]-N-methylamino]-2,4,6-cycloheptatrien-1-one). As a reaction SMILES: CO[C:3]1[C:4](=[O:22])[C:5]([N:10]([S:12]([C:15]2[CH:20]=[CH:19][C:18]([CH3:21])=[CH:17][CH:16]=2)(=[O:14])=[O:13])[CH3:11])=[CH:6][CH:7]=[CH:8][CH:9]=1.[NH3:23]>CO>[NH2:23][C:3]1[C:4](=[O:22])[C:5]([N:10]([S:12]([C:15]2[CH:20]=[CH:19][C:18]([CH3:21])=[CH:17][CH:16]=2)(=[O:14])=[O:13])[CH3:11])=[CH:6][CH:7]=[CH:8][CH:9]=1. Procedure details: A solution at -25° C of 2-methoxy-7-[N-[(4-methylphenyl)sulfonyl]-N-methylamino]-2,4,6cycloheptatrien-1-one (described above, 4.0 g) in methanol (40 ml) is saturated with ammonia gas and heated in a pressure bottle at 80° C for 4 hours. The solution is cooled to -70° C, the bottle is opened and the solvent is evaporated to yield 2-amino-7-[N-[(4-methylphenyl)sulfonyl]-N-methylamino]-2,4,6-cycloheptatrien-1-one, mp 221°-222° C. Reactants: C(C)(C)(C)OC(=O)N1C(CN(CC1)C(=O)C1=C(N(C=2C1=NC=CC2)C2=CC=CC=C2)OC2=C(C=CC=C2C)C)CC(=O)OC (4-[2-(2,6-Dimethyl-phenoxy)-1-phenyl-1H-pyrrolo[3,2-b]pyridine-3-carbonyl]-2-methoxycarbonylmethyl-piperazine-1-carboxylic acid tert-butyl ester), methanolic solution, CN (methylamine), C(CC(O)(C(=O)O)CC(=O)O)(=O)O (citric acid). Run at temperature 40 celsius, time 7 day. Product: C(C)(C)(C)OC(=O)N1C(CN(CC1)C(=O)C1=C(N(C=2C1=NC=CC2)C2=CC=CC=C2)OC2=C(C=CC=C2C)C)CC(NC)=O (4-[2-(2,6-Dimethyl-phenoxy)-1-phenyl-1H-pyrrolo[3,2-b]pyridine-3-carbonyl]-2-methylcarbamoylmethyl-piperazine-1-carboxylic acid tert-butyl ester). Isolated yield 32.2%. Reaction SMILES: [C:1]([O:5][C:6]([N:8]1[CH2:13][CH2:12][N:11]([C:14]([C:16]2[C:20]3=[N:21][CH:22]=[CH:23][CH:24]=[C:19]3[N:18]([C:25]3[CH:30]=[CH:29][CH:28]=[CH:27][CH:26]=3)[C:17]=2[O:31][C:32]2[C:37]([CH3:38])=[CH:36][CH:35]=[CH:34][C:33]=2[CH3:39])=[O:15])[CH2:10][CH:9]1[CH2:40][C:41]([O:43]C)=O)=[O:7])([CH3:4])([CH3:3])[CH3:2].[CH3:45][NH2:46].C(O)(=O)CC(CC(O)=O)(C(O)=O)O>>[C:1]([O:5][C:6]([N:8]1[CH2:13][CH2:12][N:11]([C:14]([C:16]2[C:20]3=[N:21][CH:22]=[CH:23][CH:24]=[C:19]3[N:18]([C:25]3[CH:30]=[CH:29][CH:28]=[CH:27][CH:26]=3)[C:17]=2[O:31][C:32]2[C:33]([CH3:39])=[CH:34][CH:35]=[CH:36][C:37]=2[CH3:38])=[O:15])[CH2:10][CH:9]1[CH2:40][C:41](=[O:43])[NH:46][CH3:45])=[O:7])([CH3:2])([CH3:3])[CH3:4]. Reported procedure: A solution of the crude compound of example 58, step 2, (140 mg, 234 μmol) in MOH (1 ml) was mixed with a 2 M methanolic solution of methylamine (2.60 ml, 5.19 mmol). The reaction mixture was stirred at 40° C. for 7 days. After cooling to room temperature, the mixture was neutralized with an aqueous solution of citric acid and extracted with EA. The combined organic phases were dried over sodium sulfate and evaporated. 45 mg of crude title compound were obtained.